Dataset: the Open Reaction Database (ORD), a public repository of structured organic reaction records. Task: describe an organic reaction: reactants, conditions, products, and yield The reactants are O=C([O-])[O-], CI, CN(C)P(=O)(N(C)C)N(C)C, [K+], [K+], C1CCOC1, CC(C)C(Nc1ccccc1)C(=O)O. Product: CC(C)C(C(=O)O)N(C)c1ccccc1. RXN SMILES: [C:17](=[O:18])([O-:19])[O-:20].[CH3:15][I:16].[CH3:23][N:24]([CH3:25])[P:26](=[O:27])([N:28]([CH3:29])[CH3:30])[N:31]([CH3:32])[CH3:33].[K+:21].[K+:22].[O:34]1[CH2:35][CH2:36][CH2:37][CH2:38]1.[c:1]1([NH:7][CH:8]([CH:9]([CH3:10])[CH3:11])[C:12](=[O:13])[OH:14])[cH:2][cH:3][cH:4][cH:5][cH:6]1>>[c:1]1([N:7]([CH:8]([CH:9]([CH3:10])[CH3:11])[C:12](=[O:13])[OH:14])[CH3:17])[cH:2][cH:3][cH:4][cH:5][cH:6]1. Reactants: [BH4-], COc1cccc(CCNC(=O)Cc2ccc(OCc3ccccc3)cc2)c1, CC#N, [Na+], O=P(Cl)(Cl)Cl. Product: COc1ccc2c(c1)CCNC2Cc1ccc(OCc2ccccc2)cc1. Reaction SMILES: [BH4-:34].[CH3:1][O:2][c:3]1[cH:4][c:5]([CH2:9][CH2:10][NH:11][C:12]([CH2:13][c:14]2[cH:15][cH:16][c:17]([O:20][CH2:21][c:22]3[cH:23][cH:24][cH:25][cH:26][cH:27]3)[cH:18][cH:19]2)=[O:28])[cH:6][cH:7][cH:8]1.[CH3:36][C:37]#[N:38].[Na+:35].[P:29]([Cl:30])([Cl:31])([Cl:32])=[O:33]>>[CH3:1][O:2][c:3]1[cH:4][c:5]2[c:6]([cH:7][cH:8]1)[CH:12]([CH2:13][c:14]1[cH:15][cH:16][c:17]([O:20][CH2:21][c:22]3[cH:23][cH:24][cH:25][cH:26][cH:27]3)[cH:18][cH:19]1)[NH:11][CH2:10][CH2:9]2. Reactants: CC(C)CON, CCN=C=NCCCN(C)C, CC(=O)O, CN(C)c1ccncc1, ClCCCl, Cl, Cl, COc1c(Cl)ccc(-c2cc(N)c(Cl)c(C(=O)O)n2)c1F. Product: COc1c(Cl)ccc(-c2cc(N)c(Cl)c(C(=O)NOCC(C)C)n2)c1F. Reaction SMILES: [CH2:2]([CH:3]([CH3:4])[CH3:5])[O:6][NH2:7].[CH2:30]([N:31]=[C:32]=[N:33][CH2:34][CH2:35][CH2:36][N:37]([CH3:38])[CH3:39])[CH3:40].[CH3:41][C:42](=[O:43])[OH:44].[CH3:45][N:46]([CH3:47])[c:48]1[cH:49][cH:50][n:51][cH:52][cH:53]1.[Cl:54][CH2:55][CH2:56][Cl:57].[ClH:1].[ClH:29].[NH2:8][c:9]1[c:10]([Cl:28])[c:11]([C:25](=[O:26])[OH:27])[n:12][c:13](-[c:15]2[c:16]([F:24])[c:17]([O:22][CH3:23])[c:18]([Cl:21])[cH:19][cH:20]2)[cH:14]1>>[CH2:2]([CH:3]([CH3:4])[CH3:5])[O:6][NH:7][C:25]([c:11]1[c:10]([Cl:28])[c:9]([NH2:8])[cH:14][c:13](-[c:15]2[c:16]([F:24])[c:17]([O:22][CH3:23])[c:18]([Cl:21])[cH:19][cH:20]2)[n:12]1)=[O:26]. Reactants: S(=S)(=O)([O-])[O-].[Na+].[Na+] (sodium thiosulfate), C(CCC)OCCOC1=CC=C(C=C1)C=1C=CC2=C(C=C(CCN2CC(C)C)C(=O)NC2=CC=C(C=C2)SCC2=CN=C3N2CCCC3)C1 (7-[4-(2-butoxyethoxy)phenyl]-1-isobutyl-N-[4-[[(5,6,7,8-tetrahydroimidazo[1,2-a]pyridin-3-yl)methyl]thio]phenyl]-2,3-dihydro-1H-1-benzazepine-4-carboxamide), ClC1=CC(=CC=C1)C(=O)OO (3-chloroperbenzoic acid). RXN SMILES: [CH2:1]([O:5][CH2:6][CH2:7][O:8][C:9]1[CH:14]=[CH:13][C:12]([C:15]2[CH:16]=[CH:17][C:18]3[N:24]([CH2:25][CH:26]([CH3:28])[CH3:27])[CH2:23][CH2:22][C:21]([C:29]([NH:31][C:32]4[CH:37]=[CH:36][C:35]([S:38][CH2:39][C:40]5[N:44]6[CH2:45][CH2:46][CH2:47][CH2:48][C:43]6=[N:42][CH:41]=5)=[CH:34][CH:33]=4)=[O:30])=[CH:20][C:19]=3[CH:49]=2)=[CH:11][CH:10]=1)[CH2:2][CH2:3][CH3:4].ClC1C=CC=C(C(OO)=[O:58])C=1.S([O-])([O-])(=O)=S.[Na+].[Na+]>ClCCl>[CH2:1]([O:5][CH2:6][CH2:7][O:8][C:9]1[CH:10]=[CH:11][C:12]([C:15]2[CH:16]=[CH:17][C:18]3[N:24]([CH2:25][CH:26]([CH3:27])[CH3:28])[CH2:23][CH2:22][C:21]([C:29]([NH:31][C:32]4[CH:33]=[CH:34][C:35]([S:38]([CH2:39][C:40]5[N:44]6[CH2:45][CH2:46][CH2:47][CH2:48][C:43]6=[N:42][CH:41]=5)=[O:58])=[CH:36][CH:37]=4)=[O:30])=[CH:20][C:19]=3[CH:49]=2)=[CH:13][CH:14]=1)[CH2:2][CH2:3][CH3:4] |f:2.3.4|. The yield is 66.1%. Yields the product C(CCC)OCCOC1=CC=C(C=C1)C=1C=CC2=C(C=C(CCN2CC(C)C)C(=O)NC2=CC=C(C=C2)S(=O)CC2=CN=C3N2CCCC3)C1 (7-[4-(2-butoxyethoxy)phenyl]-1-isobutyl-N-[4-[[(5,6,7,8-tetrahydroimidazo[1,2-a]pyridin-3-yl)methyl]sulfinyl]phenyl]-2,3-dihydro-1H-1-benzazepine-4-carboxamide). The solvent is ClCCl (dichloromethane), ClCCl (dichloromethane). Run at temperature -78 celsius, time 1 hour. Procedure details: To a solution of 7-[4-(2-butoxyethoxy)phenyl]-1-isobutyl-N-[4-[[(5,6,7,8-tetrahydroimidazo[1,2-a]pyridin-3-yl)methyl]thio]phenyl]-2,3-dihydro-1H-1-benzazepine-4-carboxamide (460 mg) in dichloromethane (10 ml) was added a solution of 3-chloroperbenzoic acid (70%, 0.25 g) in dichloromethane (10 ml) at −78° C. The mixture was stirred for 1 hour at −78° C., an aqueous solution of sodium thiosulfate was added to the mixture and the mixture was stirred at room temperature for 10 minutes. The mixture w... Reactants: O1CCOC12CCC(CC2)=O (1,4-dioxaspiro[4.5]decan-8-one), C(CC)N (propylamine), C(C)(=O)O[BH-](OC(C)=O)OC(C)=O.[Na+] (sodium triacetoxyborohydride). The solvent is C(C)#N (acetonitrile). Conditions: time 18 hour. Yields the product C(CC)NC1CCC2(OCCO2)CC1 (N-propyl-1,4-dioxaspiro[4.5]decan-8-amine). RXN SMILES: [O:1]1[C:5]2([CH2:10][CH2:9][C:8](=O)[CH2:7][CH2:6]2)[O:4][CH2:3][CH2:2]1.[CH2:12]([NH2:15])[CH2:13][CH3:14].C(O[BH-](OC(=O)C)OC(=O)C)(=O)C.[Na+]>C(#N)C>[CH2:12]([NH:15][CH:8]1[CH2:9][CH2:10][C:5]2([O:4][CH2:3][CH2:2][O:1]2)[CH2:6][CH2:7]1)[CH2:13][CH3:14] |f:2.3|. Reported procedure: 1,4-dioxaspiro[4.5]decan-8-one (2 g, 12.8 mmol), and propylamine (1.05 mL, 12.8 mmol), and sodium triacetoxyborohydride (8 g, 38 mmol) were taken in acetonitrile and stirred for 18 h at room temperature. The mixture concentrated under vacuum and the residue basified with NaHCO3, saturated with solid NaCl and extracted with EtOAc/iPrOH (4:1) four times. Organic layer separated, dried over Na2SO4 and evaporated to give the title compound.